From a dataset of the Open Reaction Database (ORD), a public repository of structured organic reaction records. describe an organic reaction: reactants, conditions, products, and yield Reactants: C(C1=CC=CC=C1)N1C[C@@H](OCC1)CN(C)C ((S)-4-Benzyl-2-(N,N-dimethylaminomethyl)morpholine), O.NN (hydrazine monohydrate). The reagents and catalysts are [C].[Pd] (palladium carbon). Solvent: C(C)O (ethanol). Yields the product CN(C)C[C@H]1CNCCO1 ((R)-2-(N,N-dimethylaminomethyl)morpholine). Yield: 88.1%. RXN SMILES: C([N:8]1[CH2:13][CH2:12][O:11][C@@H:10]([CH2:14][N:15]([CH3:17])[CH3:16])[CH2:9]1)C1C=CC=CC=1.O.NN>C(O)C.[C].[Pd]>[CH3:16][N:15]([CH2:14][C@@H:10]1[O:11][CH2:12][CH2:13][NH:8][CH2:9]1)[CH3:17] |f:1.2,4.5|. Procedure: (S)-4-Benzyl-2-(N,N-dimethylaminomethyl)morpholine (78.9 g) was dissolved in ethanol (800 ml) and 10% palladium carbon (31.1 g) and hydrazine monohydrate (22.1 g) were added with stirring at room temperature. The mixture was refluxed with stirring for 1 hour. After cooling, the reaction mixture was filtered through celite and the solvent was distilled off to give 42.8 g of (R)-2-(N,N-dimethylaminomethyl)morpholine as a pale-yellow oil. Reactants: ClC1=CC=C(C=C1)C1(CC1)C=C(C(=O)OC)F (1-(4-Chlorophenyl)-1-(2-fluoro-2-(methoxycarbonyl)ethenyl)cyclopropane), [H-].[Al+3].[Li+].[H-].[H-].[H-] (lithium aluminium hydride), O (Water), Example 1. Run in C(C)OCC (diethyl ether), C(C)OCC (diethyl ether). Run at time 40 minute. The product is ClC1=CC=C(C=C1)C1(CC1)C=C(CO)F (1-(4-chlorophenyl)-1-(2-fluoro-3-hydroxyprop-1-enyl) cyclopropane). Isolated yield 86.0%. As a reaction SMILES: [Cl:1][C:2]1[CH:7]=[CH:6][C:5]([C:8]2([CH:11]=[C:12]([F:17])[C:13](OC)=[O:14])[CH2:10][CH2:9]2)=[CH:4][CH:3]=1.[H-].[Al+3].[Li+].[H-].[H-].[H-].O>C(OCC)C>[Cl:1][C:2]1[CH:3]=[CH:4][C:5]([C:8]2([CH:11]=[C:12]([F:17])[CH2:13][OH:14])[CH2:9][CH2:10]2)=[CH:6][CH:7]=1 |f:1.2.3.4.5.6|. Reported procedure: 1-(4-Chlorophenyl)-1-(2-fluoro-2-(methoxycarbonyl)ethenyl)cyclopropane prepared as described In Example 1 (0.73 g) in dry diethyl ether (10 ml) was added dropwise to a stirred suspension of lithium aluminium hydride (0.18 g) in dry diethyl ether at 0° C. Stirring was continued during 40 min, while the mixture warmed to room temperature. Water (20 ml) was added, and the mixture was extracted with diethyl ether (3×20 ml). The combined organic layers were washed with water (3×10 ml), dried and evap... Starting materials: FC1=CC=C2CCC(C2=C1)=O (6-fluoro-1-indanone), O (water), CC(C=C)O (3-buten-2-ol), C1(=CC=C(C=C1)S(=O)(=O)O)C (p-toluenesulfonic acid). The solvent is COC(C)(C)OC (2,2-dimethoxypropane). Product: C(C=CC)C1C(C2=CC(=CC=C2C1)F)=O ((RS)-2-(2-buten-1-yl)-6-fluoro-1-indanone). Isolated yield 71.0%. RXN SMILES: [F:1][C:2]1[CH:10]=[C:9]2[C:5]([CH2:6][CH2:7][C:8]2=[O:11])=[CH:4][CH:3]=1.[CH3:12][CH:13](O)[CH:14]=[CH2:15].C1(C)C=CC(S(O)(=O)=O)=CC=1.O>COC(OC)(C)C>[CH2:12]([CH:7]1[CH2:6][C:5]2[C:9](=[CH:10][C:2]([F:1])=[CH:3][CH:4]=2)[C:8]1=[O:11])[CH:13]=[CH:14][CH3:15]. Reported procedure: A solution of 19.7 g of 6-fluoro-1-indanone, 27.0 ml of 3-buten-2-ol and 200 mg of p-toluenesulfonic acid in 200 ml of 2,2-dimethoxypropane was boiled under reflux for 67 hours on a water separator filled with molecular sieve (0.4 nm, 2 mm pearl shaped). The reaction mixture was subsequently concentrated in a vacuum and purified by column chromatography on silica gel (hexane/diethyl ether 4:1). 18.9 g (71%) of (RS)-2-(2-buten-1-yl)-6-fluoro-1-indanone were obtained as a yellow oil. Starting materials: C(C1=CC=CC=C1)OC(NC[C@H]([C@H](CC1=CC=CC=C1)NC(=O)C1=CC(=CC(=C1)OCCCCC)N1C(CCC1)=O)O)=O ([(2R,3S)-2-Hydroxy-3-({1-[3-(2-oxo-pyrrolidin-1-yl)-5-pentyloxy-phenyl]-methanoyl}-amino)-4-phenyl-butyl]-carbamic acid benzyl ester), CCO (EtOH). The reagents and catalysts are [Pd] (palladium on charcoal). The solvent is O (H2O). Conditions: temperature 60 celsius, time 1 hour. The product is NC[C@H]([C@H](CC1=CC=CC=C1)NC(C1=CC(=CC(=C1)OCCCCC)N1C(CCC1)=O)=O)O (N-((1S,2R)-3-amino-1-benzyl-2-hydroxy-propyl)-3-(2-oxo-pyrrolidin-1-yl)-5-pentyloxy-benzamide). Isolated yield 66.1%. Reaction SMILES: C(OC(=O)[NH:10][CH2:11][C@@H:12]([OH:42])[C@@H:13]([NH:21][C:22]([C:24]1[CH:29]=[C:28]([O:30][CH2:31][CH2:32][CH2:33][CH2:34][CH3:35])[CH:27]=[C:26]([N:36]2[CH2:40][CH2:39][CH2:38][C:37]2=[O:41])[CH:25]=1)=[O:23])[CH2:14][C:15]1[CH:20]=[CH:19][CH:18]=[CH:17][CH:16]=1)C1C=CC=CC=1.CCO>[Pd].O>[NH2:10][CH2:11][C@@H:12]([OH:42])[C@@H:13]([NH:21][C:22](=[O:23])[C:24]1[CH:29]=[C:28]([O:30][CH2:31][CH2:32][CH2:33][CH2:34][CH3:35])[CH:27]=[C:26]([N:36]2[CH2:40][CH2:39][CH2:38][C:37]2=[O:41])[CH:25]=1)[CH2:14][C:15]1[CH:20]=[CH:19][CH:18]=[CH:17][CH:16]=1. Reported procedure: A mixture of [(2R,3S)-2-hydroxy-3-({1-[3-(2-oxo-pyrrolidin-1-yl)-5-pentyloxy-phenyl]-methanoyl}-amino)-4-phenyl-butyl]-carbamic acid benzyl ester (D105) (820 mg, 1.4 mmol, 1 equiv), 10% palladium on charcoal (50% wet, 100 mg, 6% w/w), NH4CO2H (800 mg, 12.7 mmol, 9 equiv), EtOH (25 ml) and H2O (10 ml) was stirred at 60° C. for 1 h. The mixture was then cooled to room temperature and the catalyst was filtered off through a pad of celite. Most of the EtOH was removed in vacuo and the residue was pa... Reactants: BrBr (Bromine), C1=NC=CC2=C1C(C1=C(C=C2)C=CC=C1)=O (benzo[5,6]cyclohepta[1,2-c]pyridin-11-one). Run in C(C)(=O)O (acetic acid), C(C)(=O)O (acetic acid). The product is BrC1=CC2=C(C(C=3C=NC=CC31)=O)C=CC=C2 (5-bromobenzo[5,6]cyclohepta[1,2-c]pyridin-11-one). As a reaction SMILES: [Br:1]Br.[CH:3]1[C:8]2[C:9](=[O:18])[C:10]3[CH:17]=[CH:16][CH:15]=[CH:14][C:11]=3[CH:12]=[CH:13][C:7]=2[CH:6]=[CH:5][N:4]=1>C(O)(=O)C>[Br:1][C:13]1[C:7]2[CH:6]=[CH:5][N:4]=[CH:3][C:8]=2[C:9](=[O:18])[C:10]2[CH:17]=[CH:16][CH:15]=[CH:14][C:11]=2[CH:12]=1. Procedure: Bromine (4.18 ml.) in acetic acid (50 ml.) is added dropwise to a stirred solution of benzo[5,6]cyclohepta[1,2-c]pyridin-11-one (12.35 g.) in acetic acid (250 ml.). The resulting mixture is heated on the steam bath for 24 hours and the acetic acid is removed under reduced pressure. Saturated Na2CO3 solution (500 ml.) is added to the residue and the deep yellow solid that forms is collected, washed with water, and dried. This crude product is recrystallized from 1-chlorobutane to give 9.3 g., m.p... The reactants are ClCC1=NN(C2=CC(=C(C=C12)OC)OC)CC1=CC(=C(C=C1)OC)OC (3-chloromethyl-5,6-dimethoxy-1-(3,4-dimethoxybenzyl)-1H-indazole), [C-]#N.[K+] (potassium cyanide), O (water). Solvent: CS(=O)C (dimethyl sulfoxide). The product is COC=1C=C2C(=NN(C2=CC1OC)CC1=CC(=C(C=C1)OC)OC)CC#N (5,6-Dimethoxy-1-(3,4-dimethoxybenzyl)-1H-indazole-3-acetonitrile). The yield is 60.9%. Reaction SMILES: Cl[CH2:2][C:3]1[C:11]2[C:6](=[CH:7][C:8]([O:14][CH3:15])=[C:9]([O:12][CH3:13])[CH:10]=2)[N:5]([CH2:16][C:17]2[CH:22]=[CH:21][C:20]([O:23][CH3:24])=[C:19]([O:25][CH3:26])[CH:18]=2)[N:4]=1.[C-:27]#[N:28].[K+].O>CS(C)=O>[CH3:13][O:12][C:9]1[CH:10]=[C:11]2[C:6](=[CH:7][C:8]=1[O:14][CH3:15])[N:5]([CH2:16][C:17]1[CH:22]=[CH:21][C:20]([O:23][CH3:24])=[C:19]([O:25][CH3:26])[CH:18]=1)[N:4]=[C:3]2[CH2:2][C:27]#[N:28] |f:1.2|. Reported procedure: In 1000 ml of dimethyl sulfoxide was dissolved 187.0 g of 3-chloromethyl-5,6-dimethoxy-1-(3,4-dimethoxybenzyl)-1H-indazole, followed by stirring at room temperature. To the solution was added 134.0 g of potassium cyanide, having been ground to powder in a mortar, followed by stirring at 50° C. for 2 hours. The reaction mixture was cooled to room temperature, poured into 15000 ml of water, and stirred for 1 hour. A precipitated solid was collected, washed with three 1000 ml portions of water, dis... The reactants are CC(=O)OC(C)=O, CC(C)=CCCC(C)CCO, c1ccncc1. The product is CC(=O)OCCC(C)CCC=C(C)C. Reaction SMILES: [CH3:12][C:13](=[O:14])[O:15][C:16](=[O:17])[CH3:18].[CH3:1][CH:2]([CH2:3][CH2:4][OH:5])[CH2:6][CH2:7][CH:8]=[C:9]([CH3:10])[CH3:11].[cH:19]1[cH:20][cH:21][n:22][cH:23][cH:24]1>>[CH3:1][CH:2]([CH2:3][CH2:4][O:5][C:13]([CH3:12])=[O:14])[CH2:6][CH2:7][CH:8]=[C:9]([CH3:10])[CH3:11]. The reactants are Nc1n[nH]c2cc(Br)ccc12, COc1ccc(B(O)O)cc1, N#N, O=C(C=Cc1ccccc1)C=Cc1ccccc1, O=C(C=Cc1ccccc1)C=Cc1ccccc1, O=C(C=Cc1ccccc1)C=Cc1ccccc1, [Pd], [Pd]. Product: COc1ccc(-c2ccc3c(N)n[nH]c3c2)cc1. Reaction SMILES: [Br:1][c:2]1[cH:3][cH:4][c:5]2[c:6]([NH2:11])[n:7][nH:8][c:9]2[cH:10]1.[CH3:12][O:13][c:14]1[cH:15][cH:16][c:17]([B:20]([OH:21])[OH:22])[cH:18][cH:19]1.[N:23]#[N:24].[O:27]=[C:28]([CH:29]=[CH:30][c:31]1[cH:32][cH:33][cH:34][cH:35][cH:36]1)[CH:37]=[CH:38][c:39]1[cH:40][cH:41][cH:42][cH:43][cH:44]1.[O:45]=[C:46]([CH:47]=[CH:48][c:49]1[cH:50][cH:51][cH:52][cH:53][cH:54]1)[CH:55]=[CH:56][c:57]1[cH:58][cH:59][cH:60][cH:61][cH:62]1.[O:63]=[C:64]([CH:65]=[CH:66][c:67]1[cH:68][cH:69][cH:70][cH:71][cH:72]1)[CH:73]=[CH:74][c:75]1[cH:76][cH:77][cH:78][cH:79][cH:80]1.[Pd:25].[Pd:26]>>[c:2]1(-[c:17]2[cH:16][cH:15][c:14]([O:13][CH3:12])[cH:19][cH:18]2)[cH:3][cH:4][c:5]2[c:6]([NH2:11])[n:7][nH:8][c:9]2[cH:10]1. Starting materials: O (water), COC(=O)C1=CSC=C1NC(COC1=NC=C(C=C1)Br)=O (4-[2-(5-bromo-pyridin-2-yloxy)-acetylamino]-thiophene-3-carboxylic acid methyl ester), ClC1=C(C=CC=C1)B(O)O (2-chlorophenylboronic acid), C([O-])([O-])=O.[Cs+].[Cs+] (cesium carbonate), O (water). The reagents and catalysts are C=1C=CC(=CC1)[P](C=2C=CC=CC2)(C=3C=CC=CC3)[Pd]([P](C=4C=CC=CC4)(C=5C=CC=CC5)C=6C=CC=CC6)([P](C=7C=CC=CC7)(C=8C=CC=CC8)C=9C=CC=CC9)[P](C=1C=CC=CC1)(C=1C=CC=CC1)C=1C=CC=CC1 (tetrakis(triphenylphosphine)palladium). Run in C1CCOC1 (THF). Reaction conditions: temperature 80 celsius, time 2 hour. Yields the product COC(=O)C1=CSC=C1NC(COC1=NC=C(C=C1)C1=C(C=CC=C1)Cl)=O (4-{2-[5-(2-chloro-phenyl)-pyridin-2-yloxy]-acetylamino}-thiophene-3-carboxylic acid methyl ester). Reaction SMILES: [CH3:1][O:2][C:3]([C:5]1[C:9]([NH:10][C:11](=[O:21])[CH2:12][O:13][C:14]2[CH:19]=[CH:18][C:17](Br)=[CH:16][N:15]=2)=[CH:8][S:7][CH:6]=1)=[O:4].[Cl:22][C:23]1[CH:28]=[CH:27][CH:26]=[CH:25][C:24]=1B(O)O.C(=O)([O-])[O-].[Cs+].[Cs+].O>C1COCC1.C1C=CC([P]([Pd]([P](C2C=CC=CC=2)(C2C=CC=CC=2)C2C=CC=CC=2)([P](C2C=CC=CC=2)(C2C=CC=CC=2)C2C=CC=CC=2)[P](C2C=CC=CC=2)(C2C=CC=CC=2)C2C=CC=CC=2)(C2C=CC=CC=2)C2C=CC=CC=2)=CC=1>[CH3:1][O:2][C:3]([C:5]1[C:9]([NH:10][C:11](=[O:21])[CH2:12][O:13][C:14]2[CH:19]=[CH:18][C:17]([C:24]3[CH:25]=[CH:26][CH:27]=[CH:28][C:23]=3[Cl:22])=[CH:16][N:15]=2)=[CH:8][S:7][CH:6]=1)=[O:4] |f:2.3.4,^1:47,49,68,87|. Procedure: To a solution of 4-[2-(5-bromo-pyridin-2-yloxy)-acetylamino]-thiophene-3-carboxylic acid methyl ester (100 mg, 0.269 mmol), 2-chlorophenylboronic acid (50.5 mg) and cesium carbonate (350 mg) in THF (10.5 mL) and degassed water (2.5 mL) was added tetrakis(triphenylphosphine)palladium (8.4 mg) and the reaction mixture was stirred under argon for 2 hours at 80° C. After such time water was added and the precipitate was isolated, washed with water and dried in vacuo to yield 4-{2-[5-(2-chloro-phenyl...